Dataset: the Open Reaction Database (ORD), a public repository of structured organic reaction records. Task: describe an organic reaction: reactants, conditions, products, and yield Reactants: CCOC(=O)CBr, CN(C)c1ccncc1, CN(C)C=O, Nc1nc(-c2ccco2)c2[nH]nnc2n1. Product: CCOC(=O)Cn1nnc2c(-c3ccco3)nc(N)nc21. RXN SMILES: [Br:16][CH2:17][C:18](=[O:19])[O:20][CH2:21][CH3:22].[CH3:28][N:29]([c:30]1[cH:31][cH:32][n:33][cH:34][cH:35]1)[CH3:36].[O:23]=[CH:24][N:25]([CH3:26])[CH3:27].[o:1]1[c:2](-[c:6]2[c:7]3[c:8]([n:9][c:10]([NH2:12])[n:11]2)[n:13][n:14][nH:15]3)[cH:3][cH:4][cH:5]1>>[o:1]1[c:2](-[c:6]2[c:7]3[c:8]([n:9][c:10]([NH2:12])[n:11]2)[n:13]([CH2:17][C:18](=[O:19])[O:20][CH2:21][CH3:22])[n:14][n:15]3)[cH:3][cH:4][cH:5]1. The reactants are O=Cc1ccc(Br)cc1F, CCO, NO, O. Product: ON=Cc1ccc(Br)cc1F. As a reaction SMILES: [Br:3][c:4]1[cH:5][c:6]([F:12])[c:7]([CH:8]=[O:9])[cH:10][cH:11]1.[CH3:14][CH2:15][OH:16].[NH2:1][OH:2].[OH2:13]>>[N:1]([OH:2])=[CH:8][c:7]1[c:6]([F:12])[cH:5][c:4]([Br:3])[cH:11][cH:10]1. Starting materials: CCOC(=O)C=Cc1cnc([N+](=O)[O-])c(OC)c1, CCO, [Cl-], [Fe], [NH4+], O. The product is CCOC(=O)C=Cc1cnc(N)c(OC)c1. Reaction SMILES: [CH2:3]([CH3:4])[O:5][C:6]([CH:7]=[CH:8][c:9]1[cH:10][n:11][c:12]([N+:17]([O-:18])=[O:19])[c:13]([O:15][CH3:16])[cH:14]1)=[O:20].[CH3:21][CH2:22][OH:23].[Cl-:1].[Fe:25].[NH4+:2].[OH2:24]>>[CH2:3]([CH3:4])[O:5][C:6]([CH:7]=[CH:8][c:9]1[cH:10][n:11][c:12]([NH2:17])[c:13]([O:15][CH3:16])[cH:14]1)=[O:20]. The reactants are C(CCC)[Li] (butyllithium), CN(CCN(C)C)C (N,N,N',N'-tetramethylethylenediamine), COCN1C=NC=C1 (1-(methoxymethyl)imidazole), C(=O)=O (carbon dioxide), [Li] (lithium), C(CCC)Br (butyl bromide), FC(C1=CC=C(C(=O)C2=CC=CC=C2)C=C1)(F)F (4-(trifluoromethyl)benzophenone). Solvent: O1CCCC1 (tetrahydrofuran), C(C)OCC (diethyl ether), O1CCCC1 (tetrahydrofuran), O (water). Run at temperature -65 celsius, time 2 hour. Yields the product COCN1C(=NC=C1)C(O)(C1=CC=C(C=C1)C(F)(F)F)C1=CC=CC=C1 (1-(Methoxymethyl)-α-phenyl-α-(p-trifluoromethyl-phenyl)imidazole-2-methanol). Reaction SMILES: C([Li])CCC.[Li].C(Br)CCC.[CH3:12][O:13][CH2:14][N:15]1[CH:19]=[CH:18][N:17]=[CH:16]1.CN(C)CCN(C)C.[F:28][C:29]([F:45])([F:44])[C:30]1[CH:43]=[CH:42][C:33]([C:34]([C:36]2[CH:41]=[CH:40][CH:39]=[CH:38][CH:37]=2)=[O:35])=[CH:32][CH:31]=1.C(=O)=O>O.O1CCCC1.C(OCC)C>[CH3:12][O:13][CH2:14][N:15]1[CH:19]=[CH:18][N:17]=[C:16]1[C:34]([C:36]1[CH:41]=[CH:40][CH:39]=[CH:38][CH:37]=1)([C:33]1[CH:32]=[CH:31][C:30]([C:29]([F:45])([F:44])[F:28])=[CH:43][CH:42]=1)[OH:35] |^1:5|. Procedure: A butyllithium solution, prepared from 1.02 g. (0.145 g. at.) of lithium and 7.9 g. (0.058 mol) of butyl bromide in 70 ml. of anhydrous diethyl ether, was added drop-wise at -60° C. to -65° C. under a nitrogen atmosphere to a solution of 4.9 g. (0.044 mol) of 1-(methoxymethyl)imidazole and 3.1 g. (0.044 mol) of N,N,N',N'-tetramethylethylenediamine in 125 ml. of anhydrous tetrahydrofuran. The reaction mixture was kept standing for 2 hours at -60° to -65° C. and then 11 g. (0.044 mol) of 4-(triflu... Starting materials: CC(Br)Br, CCN(CC)CCCCl, CN1c2ccncc2N=Cc2cccn21, CCOCC, [Cl-], [Mg], [NH4+], C1CCOC1. Product: CCN(CC)CCCC1=Nc2cnccc2N(C)n2cccc21. RXN SMILES: [Br:11][CH:12]([Br:13])[CH3:14].[CH2:2]([CH3:3])[N:4]([CH2:5][CH2:6][CH2:7][Cl:8])[CH2:9][CH3:10].[CH3:15][N:16]1[n:17]2[c:18]([cH:27][cH:28][cH:29]2)[CH:19]=[N:20][c:21]2[c:22]1[cH:23][cH:24][n:25][cH:26]2.[CH3:32][CH2:33][O:34][CH2:35][CH3:36].[Cl-:30].[Mg:1].[NH4+:31].[O:37]1[CH2:38][CH2:39][CH2:40][CH2:41]1>>[CH2:2]([CH3:3])[N:4]([CH2:5][CH2:6][CH2:7][C:19]1=[N:20][c:21]2[c:22]([cH:23][cH:24][n:25][cH:26]2)[N:16]([CH3:15])[n:17]2[c:18]1[cH:27][cH:28][cH:29]2)[CH2:9][CH3:10]. Reactants: O (water), FC1=CC=C(CNC(=O)C=2C(=C3C(=NC2)C(=C(S3)CO)C)O)C=C1 (N-(4-fluorobenzyl)-7-hydroxy-2-(hydroxymethyl)-3-methylthieno[3,2-b]pyridine-6-carboxamide), C([O-])([O-])=O.[K+].[K+] (potassium carbonate), IC (iodomethane). Run in CN(C)C=O (DMF), CN(C)C=O (DMF). Conditions: time 40 minute. Product: FC1=CC=C(CNC(=O)C=2C(C3=C(N(C2)C)C(=C(S3)CO)C)=O)C=C1 (N-(4-fluorobenzyl)-2-(hydroxymethyl)-3,4-dimethyl-7-oxo-4,7-dihydrothieno[3,2-b]pyridine-6-carboxamide). The yield is 95.0%. Reaction SMILES: [F:1][C:2]1[CH:24]=[CH:23][C:5]([CH2:6][NH:7][C:8]([C:10]2[C:11]([OH:22])=[C:12]3[S:18][C:17]([CH2:19][OH:20])=[C:16]([CH3:21])[C:13]3=[N:14][CH:15]=2)=[O:9])=[CH:4][CH:3]=1.[C:25](=O)([O-])[O-].[K+].[K+].IC.O>CN(C=O)C>[F:1][C:2]1[CH:3]=[CH:4][C:5]([CH2:6][NH:7][C:8]([C:10]2[C:11](=[O:22])[C:12]3[S:18][C:17]([CH2:19][OH:20])=[C:16]([CH3:21])[C:13]=3[N:14]([CH3:25])[CH:15]=2)=[O:9])=[CH:23][CH:24]=1 |f:1.2.3|. Procedure details: To a slurry of 3.34 g (9.64 mmol) N-(4-fluorobenzyl)-7-hydroxy-2-(hydroxymethyl)-3-methylthieno[3,2-b]pyridine-6-carboxamide and 1.99 g (14.4 mmol) potassium carbonate in 50 mL anhydrous DMF, was added 0.89 mL (14.3 mmol) iodomethane. The mixture was stirred at room temperature. After 40 minutes the slurry became homogeneous and then cloudy. After another 15 minutes the mixture became a thick slurry that stopped stirring. An additional 30 mL of anhydrous DMF was added and the thick slurry was st... Starting materials: Cl.ClC=1C=C(OC2=CC=C(C=C2)CC(C2=NC(=NO2)C)N)C=CC1F (2-[4-(3-Chloro-4-fluoro-phenoxy)-phenyl]-1-(3-methyl-[1,2,4]oxadiazol-5-yl)-ethylamine hydrochloride), ClC=1C(=C(C=C(C1)C1=CC=C(C=C1)C(F)(F)F)C(=O)O)OC (5-Chloro 4-methoxy-4′-trifluoromethyl-biphenyl-3-carboxylic acid), COC (methyl ether), C(C)(C)(C)OC(NC(CC1=CC=C(C=C1)OC1=CC(=C(C=C1)F)Cl)C1=NC(=NO1)C)=O ([2-[4-(3-Chloro-4-fluoro-phenoxy)-phenyl]-1-(3-methyl-[1,2,4]oxadiazol-5-yl)-ethyl]-carbamic acid tert-butyl ester). The product is ClC=1C=C(OC2=CC=C(C=C2)CC(C2=NC(=NO2)C)NC(=O)C=2C=C(C=C(C2OC)Cl)C2=CC=C(C=C2)C(F)(F)F)C=CC1F (5-Chloro-4-methoxy-4′-trifluoromethyl-biphenyl-3-carboxylic acid [2-[4-(3-chloro-4-fluoro-phenoxy)-phenyl]-1-(3-methyl-[1,2,4]oxadiazol-5-yl)-ethyl]-amide), ClC=1C=C(OC2=CC=C(C=C2)CC(C2=NC(=NO2)C)NC(=O)C=2C=C(C=C(C2O)Cl)C2=CC=C(C=C2)C(F)(F)F)C=CC1F (5-Chloro-4-hydroxy-4′-trifluoromethyl-biphenyl-3-carboxylic acid [2-[4-(3-chloro-4-fluoro-phenoxy)-phenyl]-1-(3-methyl-[1,2,4]oxadiazol-5-yl)-ethyl]-amide). As a reaction SMILES: Cl.[Cl:2][C:3]1[CH:4]=[C:5]([CH:22]=[CH:23][C:24]=1[F:25])[O:6][C:7]1[CH:12]=[CH:11][C:10]([CH2:13][CH:14]([NH2:21])[C:15]2[O:19][N:18]=[C:17]([CH3:20])[N:16]=2)=[CH:9][CH:8]=1.C(O[C:31](=[O:56])[NH:32][CH:33]([C:50]1[O:54][N:53]=[C:52]([CH3:55])[N:51]=1)[CH2:34][C:35]1[CH:40]=[CH:39][C:38]([O:41][C:42]2[CH:47]=[CH:46][C:45]([F:48])=[C:44]([Cl:49])[CH:43]=2)=[CH:37][CH:36]=1)(C)(C)C.[Cl:57][C:58]1[C:59]([O:77][CH3:78])=[C:60]([C:74](O)=[O:75])[CH:61]=[C:62]([C:64]2[CH:69]=[CH:68][C:67]([C:70]([F:73])([F:72])[F:71])=[CH:66][CH:65]=2)[CH:63]=1.COC>>[Cl:2][C:3]1[CH:4]=[C:5]([CH:22]=[CH:23][C:24]=1[F:25])[O:6][C:7]1[CH:12]=[CH:11][C:10]([CH2:13][CH:14]([NH:21][C:74]([C:60]2[CH:61]=[C:62]([C:64]3[CH:65]=[CH:66][C:67]([C:70]([F:72])([F:73])[F:71])=[CH:68][CH:69]=3)[CH:63]=[C:58]([Cl:57])[C:59]=2[O:77][CH3:78])=[O:75])[C:15]2[O:19][N:18]=[C:17]([CH3:20])[N:16]=2)=[CH:9][CH:8]=1.[Cl:49][C:44]1[CH:43]=[C:42]([CH:47]=[CH:46][C:45]=1[F:48])[O:41][C:38]1[CH:39]=[CH:40][C:35]([CH2:34][CH:33]([NH:32][C:31]([C:60]2[CH:61]=[C:62]([C:64]3[CH:65]=[CH:66][C:67]([C:70]([F:73])([F:71])[F:72])=[CH:68][CH:69]=3)[CH:63]=[C:58]([Cl:57])[C:59]=2[OH:77])=[O:56])[C:50]2[O:54][N:53]=[C:52]([CH3:55])[N:51]=2)=[CH:36][CH:37]=1 |f:0.1|. Procedure details: 5-Chloro-4-methoxy-4′-trifluoromethyl-biphenyl-3-carboxylic acid [2-[4-(3-chloro-4-fluoro-phenoxy)-phenyl]-1-(3-methyl-[1,2,4]oxadiazol-5-yl)-ethyl]-amide (0.07 g) was prepared from 2-[4-(3-Chloro-4-fluoro-phenoxy)-phenyl]-1-(3-methyl-[1,2,4]oxadiazol-5-yl)-ethylamine hydrochloride [0.07 g, 0.182 mmol, which was prepared from [2-[4-(3-Chloro-4-fluoro-phenoxy)-phenyl]-1-(3-methyl-[1,2,4]oxadiazol-5-yl)-ethyl]-carbamic acid tert-butyl ester by the hydrolysis of BOC group using the general procedur...